Dataset: the Open Reaction Database (ORD), a public repository of structured organic reaction records. Task: describe an organic reaction: reactants, conditions, products, and yield Starting materials: NNC(=O)c1cccnc1, O=C(c1ccccc1)c1ccncc1, CCO, Cl, [Na+], [Na+], O=C([O-])[O-], O. The product is O=C(NN=C(c1ccccc1)c1ccncc1)c1cccnc1. Reaction SMILES: [C:15]([c:16]1[cH:17][n:18][cH:19][cH:20][cH:21]1)(=[O:22])[NH:23][NH2:24].[C:1]([c:2]1[cH:3][cH:4][cH:5][cH:6][cH:7]1)(=[O:8])[c:9]1[cH:10][cH:11][n:12][cH:13][cH:14]1.[CH3:33][CH2:34][OH:35].[ClH:25].[Na+:26].[Na+:27].[O-:28][C:29](=[O:30])[O-:31].[OH2:32]>>[C:1]([c:2]1[cH:3][cH:4][cH:5][cH:6][cH:7]1)([c:9]1[cH:10][cH:11][n:12][cH:13][cH:14]1)=[N:24][NH:23][C:15]([c:16]1[cH:17][n:18][cH:19][cH:20][cH:21]1)=[O:22]. Reactants: iodinated thyroxine, OP(=O)(O)[O-].OP(=O)([O-])[O-].[Na+].[Na+].[Na+].[Cl-].[Cl-].[K+].[K+] (phosphate buffered saline), N[C@@H](CC1=CC(I)=C(C(I)=C1)OC1=CC(I)=C(C(I)=C1)O)C(=O)O.[Na] (Sodium thyroxine). Run in CO (methanol), [OH-].[Na+] (sodium hydroxide), O (water). Conditions: time 8 hour. The product is N[C@@H](CC1=CC(I)=C(C(I)=C1)OC1=CC(I)=C(C(I)=C1)O)C(=O)O (Thyroxine). Reaction SMILES: [NH2:1][C@H:2]([C:22]([OH:24])=[O:23])[CH2:3][C:4]1[CH:11]=[C:9]([I:10])[C:8]([O:12][C:13]2[CH:20]=[C:18]([I:19])[C:17]([OH:21])=[C:15]([I:16])[CH:14]=2)=[C:6]([I:7])[CH:5]=1.[Na].OP([O-])(O)=O.OP([O-])([O-])=O.[Na+].[Na+].[Na+].[Cl-].[Cl-].[K+].[K+]>CO.[OH-].[Na+].O>[NH2:1][C@H:2]([C:22]([OH:24])=[O:23])[CH2:3][C:4]1[CH:5]=[C:6]([I:7])[C:8]([O:12][C:13]2[CH:14]=[C:15]([I:16])[C:17]([OH:21])=[C:18]([I:19])[CH:20]=2)=[C:9]([I:10])[CH:11]=1 |f:0.1,2.3.4.5.6.7.8.9.10,12.13,^1:24|. Procedure details: Sodium thyroxine NaT4 (36.72 mg) was dissolved in a mixture of absolute methanol (1 ml) and 0.1 N sodium hydroxide solution (0.25 ml). To the resulting solution was added I125 -T4 (radio-labeled iodinated thyroxine, 0.25 ml; total 251,610 cpm) and 0.15 M phosphate buffered saline (5.2 ml) having a pH 7.5. The resulting solution was added to a solution of human serum albumin (125 mg) in water (6.25 ml). To this was added 1-ethyl-3-(3-dimethylaminopropyl)carbondiimide (13.12 mg) and the mixture wa... The reactants are CC=1C=CC=C(C1C1=CC=C(C=C1)C(F)(F)F)C(=O)Cl (6-methyl-4′-trifluoromethylbiphenyl-2-carboxylic acid chloride), solution, COC(N[C@@H]1CC2=CC=C(C=C2C1)N)=O ((R)-(5-aminoindan-2-yl)-carbamic acid methyl ester), CS(=O)C (DMSO), N1=CC=CC=C1 (pyridine). Solvent: C(Cl)Cl (methylene chloride), C(Cl)Cl (methylene chloride). Reaction conditions: time 15 minute. The product is COC(=O)N[C@@H]1CC2=CC=C(C=C2C1)NC(=O)C=1C(=C(C=CC1)C)C1=CC=C(C=C1)C(F)(F)F ((R)-6-methyl-4′-trifluoromethylbiphenyl-2-carboxylic acid (2-methoxycarbonylaminoindan-5-yl)-amide), CSC (DMS). As a reaction SMILES: [CH3:1][O:2][C:3](=[O:15])[NH:4][C@H:5]1[CH2:13][C:12]2[C:7](=[CH:8][CH:9]=[C:10]([NH2:14])[CH:11]=2)[CH2:6]1.[CH3:16][S:17]([CH3:19])=O.N1C=CC=CC=1.[CH3:26][C:27]1[CH:28]=[CH:29][CH:30]=[C:31]([C:43](Cl)=[O:44])[C:32]=1[C:33]1[CH:38]=[CH:37][C:36]([C:39]([F:42])([F:41])[F:40])=[CH:35][CH:34]=1>C(Cl)Cl>[CH3:1][O:2][C:3]([NH:4][C@H:5]1[CH2:13][C:12]2[C:7](=[CH:8][CH:9]=[C:10]([NH:14][C:43]([C:31]3[C:32]([C:33]4[CH:38]=[CH:37][C:36]([C:39]([F:40])([F:42])[F:41])=[CH:35][CH:34]=4)=[C:27]([CH3:26])[CH:28]=[CH:29][CH:30]=3)=[O:44])[CH:11]=2)[CH2:6]1)=[O:15].[CH3:16][S:17][CH3:19]. Procedure details: To an ice bath cooled solution of (R)-(5-aminoindan-2-yl)-carbamic acid methyl ester (9.5 g, 46.1 mmol), ([α]D=−26.29° (c=9.87 mg/mL, DMSO); mp 144-145° C.) and pyridine (4.48 mL, 55.5 mmol) in 200 mL of methylene chloride is added 6-methyl-4′-trifluoromethylbiphenyl-2-carboxylic acid chloride ( 80.5 mL of a 0.63 M solution in methylene chloride, 50.7 mmol). The reaction is stirred for 15 minutes at room temperature. The mixture is washed with 1N HCl, bicarbonate and brine. The organic layer is ... The reactants are OC=1C=C(C=C(C1OCCC)S(=O)(=O)CCC)[C@@H]1O[C@H](CC1)C1=CC(=C(C(=C1)OC)OC)OC ((±)-trans-2-(3-hydroxy-4-propoxy-5-propylsulfonylphenyl)-5-(3,4,5-trimethoxyphenyl) tetrahydrofuran), C([O-])([O-])=O.[K+].[K+] (potassium carbonate), BrCCCN1C(C=2C(C1=O)=CC=CC2)=O (N-(3-bromopropyl) pthalimide). Run in CC(=O)C (acetone). Product: C1(C=2C(C(N1CCCOC=1C=C(C=C(C1OCCC)S(=O)(=O)CCC)[C@@H]1O[C@H](CC1)C1=CC(=C(C(=C1)OC)OC)OC)=O)=CC=CC2)=O ((±)-trans-2-[3-(3-pthalimidopropoxy)-4-propoxy-5-propylsulfonyl phenyl]-5-(3,4,5-trimethoxyphenyl) tetrahydrofuran). Isolated yield 64.0%. RXN SMILES: [OH:1][C:2]1[CH:3]=[C:4]([C@H:18]2[CH2:22][CH2:21][C@H:20]([C:23]3[CH:28]=[C:27]([O:29][CH3:30])[C:26]([O:31][CH3:32])=[C:25]([O:33][CH3:34])[CH:24]=3)[O:19]2)[CH:5]=[C:6]([S:12]([CH2:15][CH2:16][CH3:17])(=[O:14])=[O:13])[C:7]=1[O:8][CH2:9][CH2:10][CH3:11].C(=O)([O-])[O-].[K+].[K+].Br[CH2:42][CH2:43][CH2:44][N:45]1[C:49](=[O:50])[C:48]2=[CH:51][CH:52]=[CH:53][CH:54]=[C:47]2[C:46]1=[O:55]>CC(C)=O>[C:46]1(=[O:55])[N:45]([CH2:44][CH2:43][CH2:42][O:1][C:2]2[CH:3]=[C:4]([C@H:18]3[CH2:22][CH2:21][C@H:20]([C:23]4[CH:28]=[C:27]([O:29][CH3:30])[C:26]([O:31][CH3:32])=[C:25]([O:33][CH3:34])[CH:24]=4)[O:19]3)[CH:5]=[C:6]([S:12]([CH2:15][CH2:16][CH3:17])(=[O:14])=[O:13])[C:7]=2[O:8][CH2:9][CH2:10][CH3:11])[C:49](=[O:50])[C:48]2=[CH:51][CH:52]=[CH:53][CH:54]=[C:47]12 |f:1.2.3|. Procedure details: To a solution of (±)-trans-2-(3-hydroxy-4-propoxy-5-propylsulfonylphenyl)-5-(3,4,5-trimethoxyphenyl) tetrahydrofuran (2.80 g, 5.66 mol) in acetone (40 ml) were added potassium carbonate (1.01 g, 7.36 mol) and N-(3-bromopropyl) pthalimide (2.06 g, 8.50 mmol). The reaction mixture was refluxed for 16 h. The reaction mixture was cooled to room temperature and acetone was removed, water was added and extracted with ethyl acetate (120 ml), dried (Na2SO4), filtered and concentrated. The crude product ... The reactants are N1CCCC1 (pyrrolidine), ClC1=NC(=CC(=C1)C#N)Cl (2,6-dichloropyridine-4-carbonitrile). The solvent is CCO (EtOH). Reaction conditions: temperature 70 celsius. Yields the product ClC1=NC(=CC(=C1)C#N)N1CCCC1 (2-chloro-6-pyrrolidin-1-yl-pyridine-4-carbonitrile). The yield is 85.1%. RXN SMILES: Cl[C:2]1[CH:7]=[C:6]([C:8]#[N:9])[CH:5]=[C:4]([Cl:10])[N:3]=1.[NH:11]1[CH2:15][CH2:14][CH2:13][CH2:12]1>CCO>[Cl:10][C:4]1[CH:5]=[C:6]([C:8]#[N:9])[CH:7]=[C:2]([N:11]2[CH2:15][CH2:14][CH2:13][CH2:12]2)[N:3]=1. Reported procedure: A solution of 2,6-dichloropyridine-4-carbonitrile 24 (4 g, 23.5 mmol) in abs. EtOH (10 mL) was added with pyrrolidine (1.15 mL, 1 mol eq) and the mixture was heated at 70° C. for 6 h. The solvent was removed under reduced pressure, water was added to the residue and the aqueous phase was extracted with EtOAc (3×40 mL). The combined organic phase was washed with brine (1×60 mL), dried over Na2SO4 and evaporated to afford 25A as a pale yellow deliquescent solid (4.2 g, 20 mmol, 87% Yield). 1HNMR (...